Dataset: the Open Reaction Database (ORD), a public repository of structured organic reaction records. Task: describe an organic reaction: reactants, conditions, products, and yield Starting materials: Br, CCCN(CCC)C1CCc2c(ccc(O)c2N)C1, CC(=O)OC(C)=O, CCOCC, O=CO. Product: Br, CCCN(CCC)C1CCc2c(ccc(O)c2NC=O)C1. As a reaction SMILES: [BrH:11].[CH2:12]([CH2:13][CH3:14])[N:15]([CH:16]1[CH2:17][c:18]2[cH:19][cH:20][c:21]([OH:27])[c:22]([NH2:26])[c:23]2[CH2:24][CH2:25]1)[CH2:28][CH2:29][CH3:30].[CH3:1][C:2](=[O:3])[O:4][C:5](=[O:6])[CH3:7].[CH3:31][CH2:32][O:33][CH2:34][CH3:35].[CH:8]([OH:9])=[O:10]>>[BrH:11].[CH:2](=[O:3])[NH:26][c:22]1[c:21]([OH:27])[cH:20][cH:19][c:18]2[c:23]1[CH2:24][CH2:25][CH:16]([N:15]([CH2:12][CH2:13][CH3:14])[CH2:28][CH2:29][CH3:30])[CH2:17]2. The reactants are CI (methyl iodide), [H-].[Na+] (Sodium hydride), O (water), N(=O)N1C2=C(NC(C3=C1C=CC=C3)=O)C=CC=C2 (10,11-dihydro-5-nitrosodibenzo[b,e][1,4]diazepin11(5H)-one), O (water). Solvent: CN(C=O)C (dimethylformamide). Reaction conditions: time 30 minute. Yields the product CN1C2=C(N(C3=C(C1=O)C=CC=C3)N=O)C=CC=C2 (10,11-dihydro-10-methyl-5-nitrosodibenzo[b,e][1,4]diazepin-11(5H)-one). RXN SMILES: [H-].[Na+].O.[N:4]([N:6]1[C:12]2[CH:13]=[CH:14][CH:15]=[CH:16][C:11]=2[C:10](=[O:17])[NH:9][C:8]2[CH:18]=[CH:19][CH:20]=[CH:21][C:7]1=2)=[O:5].[CH3:22]I>CN(C)C=O>[CH3:22][N:9]1[C:10](=[O:17])[C:11]2[CH:16]=[CH:15][CH:14]=[CH:13][C:12]=2[N:6]([N:4]=[O:5])[C:7]2[CH:21]=[CH:20][CH:19]=[CH:18][C:8]1=2 |f:0.1|. Reported procedure: Sodium hydride (2.4 g, 50% oil dispersion) was added in small portions to a water cooled solution of 10,11-dihydro-5-nitrosodibenzo[b,e][1,4]diazepin11(5H)-one (13.5 g) in dimethylformamide (200 ml) such that the temperature did not exceed 20° C. After the addition was complete the mixture was stirred at room temperature for 30 minutes and then treated with methyl iodide (7.0 g) added in one lot. The resulting mixture, after being stirred at room temperature for 2 hours, was poured into an exces...